From a dataset of the Open Reaction Database (ORD), a public repository of structured organic reaction records. describe an organic reaction: reactants, conditions, products, and yield Product: Cc1ccc(S(=O)(=O)N(Cc2ccccc2)N=O)cc1. Starting materials: Cc1ccc(S(=O)(=O)NCc2ccccc2)cc1, CC(=O)O, CC(=O)OC(C)=O, O=N[O-], [Na+], O. Reaction SMILES: [CH2:1]([c:2]1[cH:3][cH:4][cH:5][cH:6][cH:7]1)[NH:8][S:9](=[O:10])(=[O:11])[c:12]1[cH:13][cH:14][c:15]([CH3:18])[cH:16][cH:17]1.[CH3:19][C:20](=[O:21])[OH:22].[CH3:28][C:29]([O:30][C:31](=[O:32])[CH3:33])=[O:34].[N:23](=[O:24])[O-:25].[Na+:26].[OH2:27]>>[CH2:1]([c:2]1[cH:3][cH:4][cH:5][cH:6][cH:7]1)[N:8]([S:9](=[O:10])(=[O:11])[c:12]1[cH:13][cH:14][c:15]([CH3:18])[cH:16][cH:17]1)[N:23]=[O:24]. The reactants are Cl, [K+], [OH-], O, OCCO, N#CCC12CCC(c3ccccc3)(CC1)CC2. The product is O=C(O)CC12CCC(c3ccccc3)(CC1)CC2. Reaction SMILES: [ClH:20].[K+:2].[OH-:1].[OH2:21].[OH:22][CH2:23][CH2:24][OH:25].[c:3]1([C:9]23[CH2:10][CH2:11][C:12]([CH2:17][C:18]#[N:19])([CH2:13][CH2:14]2)[CH2:15][CH2:16]3)[cH:4][cH:5][cH:6][cH:7][cH:8]1>>[O:1]=[C:18]([CH2:17][C:12]12[CH2:11][CH2:10][C:9]([c:3]3[cH:4][cH:5][cH:6][cH:7][cH:8]3)([CH2:14][CH2:13]1)[CH2:16][CH2:15]2)[OH:21]. Reactants: COC1=CC2=C(CC(N(CC2)CCCCl)=O)C=C1OC (3-(7,8-dimethoxy-1,3,4,5-tetrahydro-2H-3-benzazepin-2-on-3-yl)-1-chloropropane), CN(C1=CC=C(C=C1)NCCN)C (2-(4-dimethylaminophenylamino)-ethylamine). Product: COC1=CC2=C(CC(N(CC2)CCCNCCNC2=CC=C(C=C2)N(C)C)=O)C=C1OC (N-[3-(7,8-Dimethoxy-1,3,4,5-tetrahydro-2H-3-benzazepin-2-on-3-yl)-propyl]-2-(4-dimethylaminophenylamino)-ethylamine). RXN SMILES: [CH3:1][O:2][C:3]1[C:18]([O:19][CH3:20])=[CH:17][C:6]2[CH2:7][C:8](=[O:16])[N:9]([CH2:12][CH2:13][CH2:14]Cl)[CH2:10][CH2:11][C:5]=2[CH:4]=1.[CH3:21][N:22]([CH3:33])[C:23]1[CH:28]=[CH:27][C:26]([NH:29][CH2:30][CH2:31][NH2:32])=[CH:25][CH:24]=1>>[CH3:1][O:2][C:3]1[C:18]([O:19][CH3:20])=[CH:17][C:6]2[CH2:7][C:8](=[O:16])[N:9]([CH2:12][CH2:13][CH2:14][NH:32][CH2:31][CH2:30][NH:29][C:26]3[CH:27]=[CH:28][C:23]([N:22]([CH3:33])[CH3:21])=[CH:24][CH:25]=3)[CH2:10][CH2:11][C:5]=2[CH:4]=1. Procedure: The title compound is prepared from 3-(7,8-dimethoxy-1,3,4,5-tetrahydro-2H-3-benzazepin-2-on-3-yl)-1-chloropropane and 2-(4-dimethylaminophenylamino)-ethylamine analogously to Example 1. The product is CCC1c2ccccc2-c2sc(C=O)cc2N1S(=O)(=O)c1ccc(OC)cc1. Reactants: CCC1c2ccccc2-c2sc(Br)cc2N1S(=O)(=O)c1ccc(OC)cc1, CN(C)C=O, [Li]CCCC, C1CCOC1. Reaction SMILES: [Br:1][c:2]1[cH:3][c:4]2[c:13]([s:14]1)-[c:12]1[c:7]([cH:8][cH:9][cH:10][cH:11]1)[CH:6]([CH2:15][CH3:16])[N:5]2[S:17](=[O:18])(=[O:19])[c:20]1[cH:21][cH:22][c:23]([O:26][CH3:27])[cH:24][cH:25]1.[CH3:33][N:34]([CH:35]=[O:36])[CH3:37].[Li:28][CH2:29][CH2:30][CH2:31][CH3:32].[O:38]1[CH2:39][CH2:40][CH2:41][CH2:42]1>>[c:2]1([CH:35]=[O:36])[cH:3][c:4]2[c:13]([s:14]1)-[c:12]1[c:7]([cH:8][cH:9][cH:10][cH:11]1)[CH:6]([CH2:15][CH3:16])[N:5]2[S:17](=[O:18])(=[O:19])[c:20]1[cH:21][cH:22][c:23]([O:26][CH3:27])[cH:24][cH:25]1. The reactants are CI (methyl iodide), CC=1C=C2C=CC(OC2=CC1)=O (6-methylcoumarin), [OH-].[Na+] (sodium hydroxide), CN(C=O)C (dimethylformamide). Run in O (water). Conditions: time 15 minute. The product is COC1=C(\C=C/C(=O)OC)C=C(C=C1)C (Methyl cis-2-methoxy-5-methylcinnamate). RXN SMILES: [CH3:1][C:2]1[CH:3]=[C:4]2[C:9](=[CH:10][CH:11]=1)[O:8][C:7](=[O:12])[CH:6]=[CH:5]2.[OH-].[Na+].[CH3:15]I.CN(C)[CH:19]=[O:20]>O>[CH3:15][O:8][C:9]1[CH:10]=[CH:11][C:2]([CH3:1])=[CH:3][C:4]=1/[CH:5]=[CH:6]\[C:7]([O:20][CH3:19])=[O:12] |f:1.2|. Procedure: A stirred solution of 6.0 g (37.46 mmol) of 6-methylcoumarin in 100 ml of dimethylformamide was treated with 3.29 g (82.41 mmol) of sodium hydroxide in 10 ml of water. After 15 minutes, 26.6 g (187.3 mmol) of methyl iodide was added. After an additional 6 hours, ether extraction provided the title compound as an oil. NMR in CDCl3 (δ units): 2.28 (singlet, 3); 3.66 (singlet, 3); 3.79 (singlet, 3); 5.97 and 7.13 (doublet, J=12 Hz, 1); 6.76 (doublet, J=8 Hz, 1); 7.09 (broad doublet, 1); 7.35 (broad...